From a dataset of the Open Reaction Database (ORD), a public repository of structured organic reaction records. describe an organic reaction: reactants, conditions, products, and yield Reactants: Cc1ccccc1, O=Cc1ccc(C(=O)O)cc1, C1CN(C2CC2)CCN1, Cl, Cl, [Na+], CN(C)C=O, [OH-], O, O=S(Cl)Cl. Yields the product O=Cc1ccc(C(=O)N2CCN(C3CC3)CC2)cc1. As a reaction SMILES: [CH3:29][c:30]1[cH:31][cH:32][cH:33][cH:34][cH:35]1.[CH:1](=[O:2])[c:3]1[cH:4][cH:5][c:6]([C:7](=[O:8])[OH:9])[cH:10][cH:11]1.[CH:20]1([N:23]2[CH2:24][CH2:25][NH:26][CH2:27][CH2:28]2)[CH2:21][CH2:22]1.[ClH:18].[ClH:19].[Na+:17].[O:37]=[CH:38][N:39]([CH3:40])[CH3:41].[OH-:16].[OH2:36].[S:12]([Cl:13])([Cl:14])=[O:15]>>[CH:1](=[O:2])[c:3]1[cH:4][cH:5][c:6]([C:7](=[O:9])[N:26]2[CH2:25][CH2:24][N:23]([CH:20]3[CH2:21][CH2:22]3)[CH2:28][CH2:27]2)[cH:10][cH:11]1. The reactants are COc1ccc(CCC2CNCCN2)cc1, FC(F)(F)c1nc2c(s1)Nc1ccccc1NC2=S, COS(=O)(=O)C(F)(F)F. The product is COc1ccc(CCC2CN(C3=Nc4ccccc4Nc4sc(C(F)(F)F)nc43)CCN2)cc1. As a reaction SMILES: [CH3:29][O:30][c:31]1[cH:32][cH:33][c:34]([CH2:37][CH2:38][CH:39]2[NH:40][CH2:41][CH2:42][NH:43][CH2:44]2)[cH:35][cH:36]1.[F:1][C:2]([c:3]1[n:4][c:5]2[c:11]([s:12]1)[NH:10][c:9]1[c:8]([cH:16][cH:15][cH:14][cH:13]1)[NH:7][C:6]2=[S:17])([F:18])[F:19].[F:20][C:21]([F:22])([F:23])[S:24]([O:25][CH3:26])(=[O:27])=[O:28]>>[F:1][C:2]([c:3]1[n:4][c:5]2[c:11]([s:12]1)[NH:10][c:9]1[c:8]([cH:16][cH:15][cH:14][cH:13]1)[N:7]=[C:6]2[N:43]1[CH2:42][CH2:41][NH:40][CH:39]([CH2:38][CH2:37][c:34]2[cH:33][cH:32][c:31]([O:30][CH3:29])[cH:36][cH:35]2)[CH2:44]1)([F:18])[F:19]. Starting materials: [Br-], Cl, Cc1nc(N)c(C#N)n1C, C1CCOC1, Cc1ccc([Mg+])cc1. Yields the product Cc1ccc(C(=O)c2c(N)nc(C)n2C)cc1. RXN SMILES: [Br-:11].[ClH:20].[NH2:1][c:2]1[n:3][c:4]([CH3:10])[n:5]([CH3:9])[c:6]1[C:7]#[N:8].[O:21]1[CH2:22][CH2:23][CH2:24][CH2:25]1.[c:12]1([CH3:19])[cH:13][cH:14][c:15]([Mg+:18])[cH:16][cH:17]1>>[NH2:1][c:2]1[n:3][c:4]([CH3:10])[n:5]([CH3:9])[c:6]1[C:7]([c:15]1[cH:14][cH:13][c:12]([CH3:19])[cH:17][cH:16]1)=[O:21]. The reactants are C(C)(C)(C)OC(=O)NN[C@@H](C)C(=O)O (t-butoxycarbonylamino-L-alanine), C(=O)(N1C=NC=C1)N1C=NC=C1 (1,1'-carbonyldiimidazole), C(C)#N (acetonitrile), C(C1=CC=CC=C1)N1CC(CC1)N (1-benzyl-3-pyrrolidinamine). Run at time 18 hour. Yields the product CC(C)(C)OC(NC(C(NC1CN(CC1)CC1=CC=CC=C1)=O)C)=O ([1-Methyl-2-oxo-2-[(1-(phenylmethyl)-3-pyrrolidinyl)amino]ethyl]carbamic acid 1,1-dimethylethyl ester). As a reaction SMILES: [C:1]([O:5][C:6]([NH:8]N[C@H](C(O)=O)C)=[O:7])([CH3:4])([CH3:3])[CH3:2].[C:15](N1C=CN=C1)(N1C=CN=C1)=[O:16].[CH2:27]([N:34]1[CH2:38][CH2:37][CH:36]([NH2:39])[CH2:35]1)[C:28]1[CH:33]=[CH:32][CH:31]=[CH:30][CH:29]=1.[C:40](#N)[CH3:41]>>[CH3:4][C:1]([O:5][C:6](=[O:7])[NH:8][CH:40]([CH3:41])[C:15](=[O:16])[NH:39][CH:36]1[CH2:37][CH2:38][N:34]([CH2:27][C:28]2[CH:29]=[CH:30][CH:31]=[CH:32][CH:33]=2)[CH2:35]1)([CH3:2])[CH3:3]. Procedure: To a solution of 9.46 g (50 mmol) of t-butoxycarbonylamino-L-alanine (Sigma) in 100 ml of acetonitrile was added 8.1 g (50 mmol) of 1,1'-carbonyldiimidazole. After gas evolution ceased, the reaction mixture was heated at 60° for one hour and allowed to stand at room temperature for 18 hours. The reaction was cooled to 0° and treated with 8.8 g (150 mmole) of 1-benzyl-3-pyrrolidinamine (J. Med. Chem., 24, 1229 (1981)). The reaction was stirred at room temperature for three hours and the solvent w...